This data is from the Open Reaction Database (ORD), a public repository of structured organic reaction records. The task is: describe an organic reaction: reactants, conditions, products, and yield Reactants: CCN(Cc1ccccc1F)C(=O)COc1ccc(CCSc2ccccc2C(=O)OC)cc1, C1CCOC1, [Li+], [OH-]. Yields the product CCN(Cc1ccccc1F)C(=O)COc1ccc(CCSc2ccccc2C(=O)O)cc1. RXN SMILES: [CH2:1]([CH3:2])[N:3]([C:4]([CH2:5][O:6][c:7]1[cH:8][cH:9][c:10]([CH2:13][CH2:14][S:15][c:16]2[c:17]([C:18](=[O:19])[O:20][CH3:21])[cH:22][cH:23][cH:24][cH:25]2)[cH:11][cH:12]1)=[O:26])[CH2:27][c:28]1[c:29]([F:34])[cH:30][cH:31][cH:32][cH:33]1.[CH2:37]1[O:38][CH2:39][CH2:40][CH2:41]1.[Li+:35].[OH-:36]>>[CH2:1]([CH3:2])[N:3]([C:4]([CH2:5][O:6][c:7]1[cH:8][cH:9][c:10]([CH2:13][CH2:14][S:15][c:16]2[c:17]([C:18](=[O:19])[OH:20])[cH:22][cH:23][cH:24][cH:25]2)[cH:11][cH:12]1)=[O:26])[CH2:27][c:28]1[c:29]([F:34])[cH:30][cH:31][cH:32][cH:33]1. Starting materials: CC(C)=O, CI, COc1nsnc1-c1cccnc1. The product is COc1nsnc1-c1ccc[n+](C)c1, [I-]. As a reaction SMILES: [CH3:16][C:17](=[O:18])[CH3:19].[CH3:1][I:2].[CH3:3][O:4][c:5]1[c:6](-[c:10]2[cH:11][n:12][cH:13][cH:14][cH:15]2)[n:7][s:8][n:9]1>>[CH3:1][n+:12]1[cH:11][c:10](-[c:6]2[c:5]([O:4][CH3:3])[n:9][s:8][n:7]2)[cH:15][cH:14][cH:13]1.[I-:2].